This data is from the Open Reaction Database (ORD), a public repository of structured organic reaction records. The task is: describe an organic reaction: reactants, conditions, products, and yield RXN SMILES: [F:11][c:12]1[c:13]([C:14](=[O:15])[Cl:16])[cH:17][cH:18][cH:19][cH:20]1.[NH2:1][c:2]1[n:3][c:4]([C:7]([Cl:8])([Cl:9])[Cl:10])[n:5][s:6]1.[c:21]1([CH3:22])[c:23]([CH3:24])[cH:25][cH:26][cH:27][cH:28]1>>[NH:1]([c:2]1[n:3][c:4]([C:7]([Cl:8])([Cl:9])[Cl:10])[n:5][s:6]1)[C:14]([c:13]1[c:12]([F:11])[cH:20][cH:19][cH:18][cH:17]1)=[O:15]. The reactants are O=C(Cl)c1ccccc1F, Nc1nc(C(Cl)(Cl)Cl)ns1, Cc1ccccc1C. Yields the product O=C(Nc1nc(C(Cl)(Cl)Cl)ns1)c1ccccc1F. Isolated yield 74.7%. As a reaction SMILES: [CH3:1][N:2]([CH3:12])[CH2:3][CH2:4][N:5]1[C:9]([NH2:10])=[CH:8][C:7]([CH3:11])=[N:6]1.[C:13]1(=O)[CH2:18][CH2:17][CH2:16][CH2:15][CH2:14]1>C(O)(=O)C>[C:13]1([C:8]2[C:7]([CH3:11])=[N:6][N:5]([CH2:4][CH2:3][N:2]([CH3:12])[CH3:1])[C:9]=2[NH2:10])[CH2:18][CH2:17][CH2:16][CH2:15][CH:14]=1. Yields the product C1(=CCCCC1)C1=C(N(N=C1C)CCN(C)C)N (4-cyclohex-1-enyl-2-(2-dimethylaminoethyl)-5-methyl-2H-pyrazol-3-ylamine). Run in C(C)(=O)O (acetic acid). Reactants: CN(CCN1N=C(C=C1N)C)C (2-(2-dimethylaminoethyl)-5-methyl-2H-pyrazol-3-ylamine), C1(CCCCC1)=O (cyclohexanone). Procedure: A solution of 2-(2-dimethylaminoethyl)-5-methyl-2H-pyrazol-3-ylamine (0.998 g, 5.93 mmol) in acetic acid (10 mL) was treated with cyclohexanone (1.23 mL, 11.86 mmol) at ambient temperature for two days. The volatiles were removed and the residue partitioned between dilute sodium hydroxide and ethyl acetate. The organic phase was washed with water, concentrated and the residue purified by flash chromatography on silica gel using 10% methanol in dichloromethane to give a solid (1.10 g, 75%). MS (D... Starting materials: CCOc1c(Nc2ccncc2)c(=O)c1=O, NCc1cccc(COc2ccc(Cl)cc2)c1. The product is O=c1c(NCc2cccc(COc3ccc(Cl)cc3)c2)c(Nc2ccncc2)c1=O. RXN SMILES: [CH2:1]([O:2][c:4]1[c:5](=[O:16])[c:6](=[O:15])[c:7]1[NH:8][c:9]1[cH:10][cH:11][n:12][cH:13][cH:14]1)[CH3:3].[Cl:17][c:18]1[cH:19][cH:20][c:21]([O:22][CH2:23][c:24]2[cH:25][c:26]([CH2:27][NH2:28])[cH:29][cH:30][cH:31]2)[cH:32][cH:33]1>>[c:4]1([NH:28][CH2:27][c:26]2[cH:25][c:24]([CH2:23][O:22][c:21]3[cH:20][cH:19][c:18]([Cl:17])[cH:33][cH:32]3)[cH:31][cH:30][cH:29]2)[c:5](=[O:16])[c:6](=[O:15])[c:7]1[NH:8][c:9]1[cH:10][cH:11][n:12][cH:13][cH:14]1. Reactants: CC(C)(C)OC(=O)N1CCNCC1, CCOC(=O)C1=CC2=C(O1)C=CC=C2Cl. The reagents and catalysts are C(=O)([O-])[O-].[Cs+].[Cs+], CC(C)C1=CC(=C(C(=C1)C(C)C)C2=CC=CC=C2P(C3CCCCC3)C4CCCCC4)C(C)C, C1=CC=C(C=C1)/C=C/C(=O)/C=C/C2=CC=CC=C2.C1=CC=C(C=C1)/C=C/C(=O)/C=C/C2=CC=CC=C2.C1=CC=C(C=C1)/C=C/C(=O)/C=C/C2=CC=CC=C2.[Pd].[Pd]. The solvent is C1COCCO1. Reaction conditions: temperature 95 celsius. The product is CCOC(=O)C1=CC2=C(C=CC=C2O1)N3CCN(CC3)C(=O)OC(C)(C)C. Isolated yield 63.8%. Procedure: tert-butyl piperazine-1-carboxylate (5.22 g, 28.04 mmol), ethyl 4-chlorobenzofuran-2-carboxylate (6.3 g, 28.04 mmol), 2-Dicyclohexylphosphino-2',4',6'-tri-iso-propyl-1,1'-biphenyl (1.337 g, 2.80 mmol), Tris(dibenzylideneacetone)dipalladium(0) (1.284 g, 1.40 mmol) and CESIUM CARBONATE (11.88 g, 36.46 mmol) were heated under argon to 95 °C 14:51:42 overnight, LC showed no s.m. EN03969-25-001. The mixture was allowed to cool to rt, diluted with EtOAc (35 mL) and filtered through a pad of Celite, wa... Starting materials: [Br-], CC[Mg+], C1CCOC1, CN1CCCC1=O, CCCOc1ccc(C(C)N2CC3CC2CN3C(=O)c2ccc(Cl)nc2)c(C)c1C. The product is CCCOc1ccc(C(C)N2CC3CC2CN3C(=O)c2ccc(CC)nc2)c(C)c1C. RXN SMILES: [Br-:1].[CH2:2]([CH3:3])[Mg+:4].[CH2:35]1[O:36][CH2:37][CH2:38][CH2:39]1.[CH3:40][N:41]1[CH2:42][CH2:43][CH2:44][C:45]1=[O:46].[Cl:5][c:6]1[cH:7][cH:8][c:9]([C:12](=[O:13])[N:14]2[CH:15]3[CH2:16][N:17]([CH:21]([CH3:22])[c:23]4[c:24]([CH3:34])[c:25]([CH3:33])[c:26]([O:29][CH2:30][CH2:31][CH3:32])[cH:27][cH:28]4)[CH:18]([CH2:19]2)[CH2:20]3)[cH:10][n:11]1>>[CH2:2]([CH3:3])[c:6]1[cH:7][cH:8][c:9]([C:12](=[O:13])[N:14]2[CH:15]3[CH2:16][N:17]([CH:21]([CH3:22])[c:23]4[c:24]([CH3:34])[c:25]([CH3:33])[c:26]([O:29][CH2:30][CH2:31][CH3:32])[cH:27][cH:28]4)[CH:18]([CH2:19]2)[CH2:20]3)[cH:10][n:11]1. The reactants are FC(C(=O)O)(F)F (trifluoroacetic acid), C[C@@H]1N(CCN(C1)CC1=CC(=CC=C1)B1OC(C(O1)(C)C)(C)C)C(=O)OC(C)(C)C (1,1-Dimethylethyl (2S)-2-methyl-4-{[3-(4,4,5,5-tetramethyl-1,3,2-dioxaborolan-2-yl)phenyl]methyl}-1-piperazinecarboxylate), BrC=1C=C(C=C(C1)Cl)CNC(=O)C1=CC(=CC=C1)C(=O)NCC=1C(=C2C(=NC1CC)N(N=C2)CC)NC2CCOCC2 (N-[(3-bromo-5-chlorophenyl)methyl]-N′-{[1,6-diethyl-4-(tetrahydro-2H-pyran-4-ylamino)-1H-pyrazolo[3,4-b]pyridin-5-yl]methyl}-1,3-benzenedicarboxamide), C([O-])([O-])=O.[K+].[K+] (potassium carbonate). The reagents and catalysts are C=1C=CC(=CC1)[P](C=2C=CC=CC2)(C=3C=CC=CC3)[Pd]([P](C=4C=CC=CC4)(C=5C=CC=CC5)C=6C=CC=CC6)([P](C=7C=CC=CC7)(C=8C=CC=CC8)C=9C=CC=CC9)[P](C=1C=CC=CC1)(C=1C=CC=CC1)C=1C=CC=CC1 (Pd(Ph3P)4). Solvent: CS(=O)C (DMSO), O1CCOCC1 (1,4-dioxane), O (water), C(Cl)Cl (DCM). Run at time 5 hour. Yields the product ClC=1C=C(C=C(C1)C1=CC(=CC=C1)CN1C[C@@H](NCC1)C)CNC(=O)C1=CC(=CC=C1)C(=O)NCC=1C(=C2C(=NC1CC)N(N=C2)CC)NC2CCOCC2 (N-[(5-Chloro-3′-{[(3S)-3-methyl-1-piperazinyl]methyl}-3-biphenylyl)methyl]-N′-{[1,6-diethyl-4-(tetrahydro-2H-pyran-4-ylamino)-1H-pyrazolo[3,4-b]pyridin-5-yl]methyl}-1,3-benzenedicarboxamide). RXN SMILES: [CH3:1][C@H:2]1[CH2:7][N:6]([CH2:8][C:9]2[CH:14]=[CH:13][CH:12]=[C:11](B3OC(C)(C)C(C)(C)O3)[CH:10]=2)[CH2:5][CH2:4][N:3]1C(OC(C)(C)C)=O.Br[C:32]1[CH:33]=[C:34]([CH2:39][NH:40][C:41]([C:43]2[CH:48]=[CH:47][CH:46]=[C:45]([C:49]([NH:51][CH2:52][C:53]3[C:54]([NH:66][CH:67]4[CH2:72][CH2:71][O:70][CH2:69][CH2:68]4)=[C:55]4[CH:63]=[N:62][N:61]([CH2:64][CH3:65])[C:56]4=[N:57][C:58]=3[CH2:59][CH3:60])=[O:50])[CH:44]=2)=[O:42])[CH:35]=[C:36]([Cl:38])[CH:37]=1.C(=O)([O-])[O-].[K+].[K+].FC(F)(F)C(O)=O>O1CCOCC1.O.C(Cl)Cl.CS(C)=O.C1C=CC([P]([Pd]([P](C2C=CC=CC=2)(C2C=CC=CC=2)C2C=CC=CC=2)([P](C2C=CC=CC=2)(C2C=CC=CC=2)C2C=CC=CC=2)[P](C2C=CC=CC=2)(C2C=CC=CC=2)C2C=CC=CC=2)(C2C=CC=CC=2)C2C=CC=CC=2)=CC=1>[Cl:38][C:36]1[CH:35]=[C:34]([CH2:39][NH:40][C:41]([C:43]2[CH:48]=[CH:47][CH:46]=[C:45]([C:49]([NH:51][CH2:52][C:53]3[C:54]([NH:66][CH:67]4[CH2:72][CH2:71][O:70][CH2:69][CH2:68]4)=[C:55]4[CH:63]=[N:62][N:61]([CH2:64][CH3:65])[C:56]4=[N:57][C:58]=3[CH2:59][CH3:60])=[O:50])[CH:44]=2)=[O:42])[CH:33]=[C:32]([C:11]2[CH:12]=[CH:13][CH:14]=[C:9]([CH2:8][N:6]3[CH2:5][CH2:4][NH:3][C@@H:2]([CH3:1])[CH2:7]3)[CH:10]=2)[CH:37]=1 |f:2.3.4,^1:103,105,124,143|. Reported procedure: 1,1-Dimethylethyl (2S)-2-methyl-4-{[3-(4,4,5,5-tetramethyl-1,3,2-dioxaborolan-2-yl)phenyl]methyl}-1-piperazinecarboxylate (24.98 mg, 0.060 mmol), N-[(3-bromo-5-chlorophenyl)methyl]-N′-{[1,6-diethyl-4-(tetrahydro-2H-pyran-4-ylamino)-1H-pyrazolo[3,4-b]pyridin-5-yl]methyl}-1,3-benzenedicarboxamide (39.2 mg, 0.06 mmol), potassium carbonate (0.025 g, 0.18 mmol), and Pd(Ph3P)4 (3.47 mg, 3.00 μmol) were added to a 0.5-2 mL Biotage microwave vial in 1,4-dioxane (1.5 mL) and water (0.5 mL). The vial was ... Reactants: OCC[C@@]12CC3C(C(CC3[C@@]3([C@@]2(C(=C[C@H]1C3)C(C)C)C(=O)O)C=O)Cl)C ((1R,3aR,4S,8aS)-8a-(hydroxyethyl)-4-formyl-3-isopropyl-6-chloro-7-methyl-4,4a,5,6,7,7a,8,8a-octahydro-1,4-methano-s-indacene-3a(1H)-carboxylic acid), C(=O)(O)[O-].[Na+] (NaHCO3), ClCOC(=O)C(C)(C)C (ClCH2OC(O)CMe3). Solvent: CN(C)C=O (DMF). Conditions: time 8 hour. Yields the product ClC1CC2[C@@]3([C@]4(C(=C[C@H]([C@]4(CC2C1C)CO)C3)C(C)C)C(=O)OCOC(C(C)(C)C)=O)C=O ([(2,2-dimethylpropanoyl)oxy]methyl (1R,3aR4S,8aS)-6-chloro-4-formyl-8a-(hydroxymethyl)-3-isopropyl-7-methyl-4,4a,5,6,7,7a,8,8a-octahydro-1,4-methano-s-indacene-3a(1H)-carboxylate). The yield is 87.5%. Reaction SMILES: OC[CH2:3][C@@:4]12[C@@H:15]3[CH2:16][C@@:11]([CH:23]=[O:24])([C@:12]1([C:20]([OH:22])=[O:21])[C:13]([CH:17]([CH3:19])[CH3:18])=[CH:14]3)[CH:10]1[CH:6]([CH:7]([CH3:26])[CH:8]([Cl:25])[CH2:9]1)[CH2:5]2.C([O-])(O)=[O:28].[Na+].Cl[CH2:33][O:34][C:35]([C:37]([CH3:40])([CH3:39])[CH3:38])=[O:36]>CN(C=O)C>[Cl:25][CH:8]1[CH:7]([CH3:26])[CH:6]2[CH:5]([C@@:4]3([CH:3]=[O:28])[CH2:15][C@H:16]4[C@@:11]([CH2:23][OH:24])([CH2:10]2)[C@:12]3([C:20]([O:22][CH2:33][O:34][C:35](=[O:36])[C:37]([CH3:40])([CH3:39])[CH3:38])=[O:21])[C:13]([CH:17]([CH3:19])[CH3:18])=[CH:14]4)[CH2:9]1 |f:1.2|. Reported procedure: To a solution of 41 (23.7 mg) in DMF (5 mL) was added NaHCO3 (109 mg, 1.30 mmol), followed by ClCH2OC(O)CMe3 (0.093 mL, 0.65 mmol). The mixture was stirred at room temperature overnight. After aqueous work-up (ether) and purification by a PTLC, about 26.2 mg of 42 was obtained. Reactants: ClCC=1C2=C(SC1)C=CC=C2 (3-chloromethylbenzo[b]thiophene), O=C1CC(N(C2=C(N1CC(=O)N(C1=CC=C(C=C1)OC)C(C)C)C=CC=C2)C2=CC=CC=C2)=O (2-(2,4-Dioxo-5-phenyl-2,3,4,5-tetrahydro-benzo[b][1,4]diazepin-1-yl)-N-isopropyl-N-(4-methoxy-phenyl) acetamide), Intermediate 4, solution. Solvent: CN(C)C=O (DMF), CN(C)C=O (DMF), C1(=CC=CC=C1)C (toluene). Run at time 10 minute. The product is S1C2=C(C(=C1)CC1C(N(C3=C(N(C1=O)CC(=O)N(C1=CC=C(C=C1)OC)C(C)C)C=CC=C3)C3=CC=CC=C3)=O)C=CC=C2 (2-(3-Benzo[b]thiophen-3-ylmethyl-2,4-dioxo-5-phenyl-2,3,4,5-tetrahydro-benzo[b][1,4]diazepin-1-yl)-N-isopropyl-N-(4-methoxy-phenyl) acetamide). Yield: 55.7%. Reaction SMILES: [O:1]=[C:2]1[N:8]([CH2:9][C:10]([N:12]([CH:21]([CH3:23])[CH3:22])[C:13]2[CH:18]=[CH:17][C:16]([O:19][CH3:20])=[CH:15][CH:14]=2)=[O:11])[C:7]2[CH:24]=[CH:25][CH:26]=[CH:27][C:6]=2[N:5]([C:28]2[CH:33]=[CH:32][CH:31]=[CH:30][CH:29]=2)[C:4](=[O:34])[CH2:3]1.Cl[CH2:36][C:37]1[C:38]2[CH:45]=[CH:44][CH:43]=[CH:42][C:39]=2[S:40][CH:41]=1>CN(C=O)C.C1(C)C=CC=CC=1>[S:40]1[CH:41]=[C:37]([CH2:36][CH:3]2[C:2](=[O:1])[N:8]([CH2:9][C:10]([N:12]([CH:21]([CH3:23])[CH3:22])[C:13]3[CH:18]=[CH:17][C:16]([O:19][CH3:20])=[CH:15][CH:14]=3)=[O:11])[C:7]3[CH:24]=[CH:25][CH:26]=[CH:27][C:6]=3[N:5]([C:28]3[CH:29]=[CH:30][CH:31]=[CH:32][CH:33]=3)[C:4]2=[O:34])[C:38]2[CH:45]=[CH:44][CH:43]=[CH:42][C:39]1=2. Reported procedure: To a stirring solution of 300 mg (0.66 mmol) of 2-(2,4-Dioxo-5-phenyl-2,3,4,5-tetrahydro-benzo[b][1,4]diazepin-1-yl)-N-isopropyl-N-(4-methoxy-phenyl) acetamide, prepared as in Intermediate 4, in 15 mL DMF at 0° C. is added dropwise over 5 min 1.45 mL (0.72 mmol, 1.1 equiv) of a 0.5M solution of KN(TMS)2 in toluene. The resulting solution is stirred 10 min, and then a solution of 132 mg (0.72 mmol, 1.1 equiv) of 3-chloromethylbenzo[b]thiophene (Wolf, G.; Zymalkowski, F. Arch. Pharm. 1976, 279) in...